From a dataset of the Open Reaction Database (ORD), a public repository of structured organic reaction records. describe an organic reaction: reactants, conditions, products, and yield Reactants: ClC1=C(C=C(C=C1)C=1N=C(SC1)CN1N=CC(=C1)C(=O)OCC)C(F)(F)F (ethyl 1-({4-[4-chloro-3-(trifluoromethyl)phenyl]-1,3-thiazol-2-yl}methyl)-1H-pyrazole-4-carboxylate), [OH-].[Na+] (sodium hydroxide), O (Water). Run in C(C)O.O1CCCC1 (ethanol tetrahydrofuran). Run at time 8 hour. Yields the product ClC1=C(C=C(C=C1)C=1N=C(SC1)CN1N=CC(=C1)C(=O)O)C(F)(F)F (1-({4-[4-chloro-3-(trifluoromethyl)phenyl]-1,3-thiazol-2-yl}methyl)-1H-pyrazole-4-carboxylic acid). Yield: 26.2%. As a reaction SMILES: [Cl:1][C:2]1[CH:7]=[CH:6][C:5]([C:8]2[N:9]=[C:10]([CH2:13][N:14]3[CH:18]=[C:17]([C:19]([O:21]CC)=[O:20])[CH:16]=[N:15]3)[S:11][CH:12]=2)=[CH:4][C:3]=1[C:24]([F:27])([F:26])[F:25].[OH-].[Na+].O>C(O)C.O1CCCC1>[Cl:1][C:2]1[CH:7]=[CH:6][C:5]([C:8]2[N:9]=[C:10]([CH2:13][N:14]3[CH:18]=[C:17]([C:19]([OH:21])=[O:20])[CH:16]=[N:15]3)[S:11][CH:12]=2)=[CH:4][C:3]=1[C:24]([F:27])([F:25])[F:26] |f:1.2,4.5|. Procedure details: To a mixed solution of the compound (270 mg, 0.66 mmol) obtained in Example 40a in ethanol/tetrahydrofuran (v/v=1/1, 8 ml) was added 2N aqueous sodium hydroxide solution (2.0 mL, 4.0 mmol), and the mixture was stirred at room temperature overnight. Water was added to the reaction mixture, and the aqueous layer was washed with diethyl ether, neutralized with 1N aqueous hydrochloric acid solution, and the mixture was extracted with ethyl acetate. The obtained organic layer was washed with saturate...